From a dataset of the Open Reaction Database (ORD), a public repository of structured organic reaction records. describe an organic reaction: reactants, conditions, products, and yield Starting materials: CC(=O)Nc1cccc(Br)c1, CI, [H-], [Na+], CN(C)C=O, O. The product is CC(=O)N(C)c1cccc(Br)c1. Reaction SMILES: [Br:6][c:7]1[cH:8][c:9]([NH:13][C:14]([CH3:15])=[O:16])[cH:10][cH:11][cH:12]1.[CH3:19][I:20].[H-:17].[Na+:18].[O:1]=[CH:2][N:3]([CH3:4])[CH3:5].[OH2:21]>>[CH3:2][N:13]([c:9]1[cH:8][c:7]([Br:6])[cH:12][cH:11][cH:10]1)[C:14]([CH3:15])=[O:16]. Starting materials: ester, COC1=CC=C2CCC(C(C2=C1)C)=O (3,4-dihydro-7-methoxy-1-methyl-2(1H)-naphthalenone), BrCC(=O)OCC (ethyl bromoacetate), ketone. Product: COC1=CC=C2CCC(C(C2=C1)(CC(=O)OCC)C)=O (Ethyl 7-methoxy-1-methyl-2-oxo-1,2,3,4-tetrahydro-1-naphthaleneacetate). As a reaction SMILES: [CH3:1][O:2][C:3]1[CH:12]=[C:11]2[C:6]([CH2:7][CH2:8][C:9](=[O:14])[CH:10]2[CH3:13])=[CH:5][CH:4]=1.Br[CH2:16][C:17]([O:19][CH2:20][CH3:21])=[O:18]>>[CH3:1][O:2][C:3]1[CH:12]=[C:11]2[C:6]([CH2:7][CH2:8][C:9](=[O:14])[C:10]2([CH3:13])[CH2:16][C:17]([O:19][CH2:20][CH3:21])=[O:18])=[CH:5][CH:4]=1. Reported procedure: The compound 3,4-dihydro-7-methoxy-1-methyl-2(1H)-naphthalenone (VIIIb) (28.23 g, 148 mmol) was reacted with ethyl bromoacetate by the method of Example 5 to yield 36.0 g (88%) (IXb) b.p. 138°-140°/0.1 mm Hg; IR (neat) 1740 cm-1 (unresolved ketone and ester bands); NMR δ, 1.05 and 3.93 (triplet and quartet for CO2CH2CH3), 1.37 (s, 3, CH3), 3.80 (s, 3, OCH3), 6.6-7.3 (m, 3, ArH). The distillate crystallized on standing. A sample recrystallized from ethanol melted at 55°-55.55°. Reactants: C(C)(C)N(CCN)C(C)C (N,N-Diisopropylethylenediamine), C(C)N(CCNC(=O)OCC1=C(C=CC=C1)N(C=O)CCCCCCCCCCCCCCCCCC)CC ([2-[[N-[2-(Diethylamino)ethyl]carbamoyloxy]methyl]phenyl]-N-octadecylformamide). Solvent: C(Cl)(Cl)Cl (chloroform). Reaction conditions: temperature 70 celsius, time 2 hour. Product: C(C)(C)N(CCNC(=O)OCC1=C(C=CC=C1)N(C=O)CCCCCCCCCCCCCCCCCC)C(C)C ([2-[[N-[2-(Diisopropylamino)ethyl]carbamoyloxy]methyl]phenyl]-N-octadecylformamide). Yield: 52.6%. Reaction SMILES: [CH:1]([N:4]([CH:8]([CH3:10])[CH3:9])[CH2:5][CH2:6][NH2:7])([CH3:3])[CH3:2].C(N(CC)CCN[C:17]([O:19][CH2:20][C:21]1[CH:26]=[CH:25][CH:24]=[CH:23][C:22]=1[N:27]([CH2:30][CH2:31][CH2:32][CH2:33][CH2:34][CH2:35][CH2:36][CH2:37][CH2:38][CH2:39][CH2:40][CH2:41][CH2:42][CH2:43][CH2:44][CH2:45][CH2:46][CH3:47])[CH:28]=[O:29])=[O:18])C>C(Cl)(Cl)Cl>[CH:1]([N:4]([CH:8]([CH3:10])[CH3:9])[CH2:5][CH2:6][NH:7][C:17]([O:19][CH2:20][C:21]1[CH:26]=[CH:25][CH:24]=[CH:23][C:22]=1[N:27]([CH2:30][CH2:31][CH2:32][CH2:33][CH2:34][CH2:35][CH2:36][CH2:37][CH2:38][CH2:39][CH2:40][CH2:41][CH2:42][CH2:43][CH2:44][CH2:45][CH2:46][CH3:47])[CH:28]=[O:29])=[O:18])([CH3:3])[CH3:2]. Reported procedure: N,N-Diisopropylethylenediamine (0.79 g) was added to the intermediate (a) (2.62g) obtained in Example 28. After being stirred for 2 hours at 70° C., the reaction mixture, with chloroform added thereto, was washed with 1N sodium hydroxide aqueous solution and saturated brine successively, dried over sodium sulfate anhydride, and then filtrated. The solvent was evaporated out and the residue was purified by silica gel column chromatography (silica gel 85 g, chloroform:methanol=100:1), thereby yiel...